This data is from the Open Reaction Database (ORD), a public repository of structured organic reaction records. The task is: describe an organic reaction: reactants, conditions, products, and yield The reactants are ClC1=CC=NC2=CC(=CC=C12)[N+](=O)[O-] (4-Chloro-7-nitroquinoline), NC(=S)N (thiourea). Solvent: C(C)O (ethanol). Conditions: temperature 80 celsius, time 30 minute. Product: [N+](=O)([O-])C1=CC=C2C(C=CNC2=C1)=S (7-Nitroquinoline-4(1H)-thione). As a reaction SMILES: Cl[C:2]1[C:11]2[C:6](=[CH:7][C:8]([N+:12]([O-:14])=[O:13])=[CH:9][CH:10]=2)[N:5]=[CH:4][CH:3]=1.NC(N)=[S:17]>C(O)C>[N+:12]([C:8]1[CH:7]=[C:6]2[C:11]([C:2](=[S:17])[CH:3]=[CH:4][NH:5]2)=[CH:10][CH:9]=1)([O-:14])=[O:13]. Procedure details: 4-Chloro-7-nitroquinoline (100 mg, 0.48 mmol) and thiourea (100 mg, 1.3 mmol) were added to ethanol (50 ml) and stirred at 80° C. for 30 minutes. After allowing to cool to room temperature, ethanol was removed under reduced pressure. The residue was chromatographed by silica gel column chromatography and eluted with mixed solution of methylene chloride with methanol (19 : 1) for collection of yellow bands. The solvent was removed to obtain 7 mg (7%) of the titled yellow compound. The product is ClC1=C(C(=C(C(=C1OC(CC#N)=O)Cl)Cl)Cl)Cl (Cyanoacetic acid pentachlorophenyl ester). Starting materials: N,N'-dimethylaniline, C(#N)CC(=O)O (cyano acetic acid), ClC1=C(C(=C(C(=C1O)Cl)Cl)Cl)Cl (pentachlorophenol), P(Cl)(Cl)(Cl)(Cl)Cl (phosphorus pentachloride), Cl (HCl). Run in C(C)OCC (ethylether), ClCCl (dichloromethane). RXN SMILES: [C:1]([CH2:3][C:4]([OH:6])=[O:5])#[N:2].P(Cl)(Cl)(Cl)(Cl)Cl.Cl.[Cl:14][C:15]1[C:20](O)=[C:19]([Cl:22])[C:18]([Cl:23])=[C:17]([Cl:24])[C:16]=1[Cl:25]>ClCCl.C(OCC)C>[Cl:14][C:15]1[C:20]([O:5][C:4](=[O:6])[CH2:3][C:1]#[N:2])=[C:19]([Cl:22])[C:18]([Cl:23])=[C:17]([Cl:24])[C:16]=1[Cl:25]. Procedure: 8.5 g (0.1 mole) of cyano acetic acid are dissolved in 350 ml. of ethylether and cooled to 0° C. 20.1 g. (0.1 mole) of phosphorus pentachloride are added. The cooling is stopped and the temperature is slowly raised to room temperature. When the HCl evolution ceases the solvent is distilled off in vacuo. The residue containing the formed cyanoacetic acid chloride and phosphoroxychloride is taken up in 50 ml. of dichloromethane and 26 g. (0.1 mole) of pentachlorophenol and 11 ml. (0.1 mole) of N,N... Starting materials: C(CCCC)[C@@H]1CC[C@H](CC1)/C=C/COC1=CC=C(C=O)C=C1 (4-[(E)-3-(trans-4-pentylcyclohexyl)allyloxy]benzaldehyde), CC(=O)C.OS(=O)(=O)O.O=[Cr](=O)=O (Jones' reagent). Run in CC(=O)C (acetone). Product: C(CCCC)[C@@H]1CC[C@H](CC1)/C=C/COC1=CC=C(C(=O)O)C=C1 (4-[(E)-3-(trans-4-pentylcyclohexyl)allyloxy]benzoic acid). RXN SMILES: [CH2:1]([C@H:6]1[CH2:11][CH2:10][C@H:9](/[CH:12]=[CH:13]/[CH2:14][O:15][C:16]2[CH:23]=[CH:22][C:19]([CH:20]=[O:21])=[CH:18][CH:17]=2)[CH2:8][CH2:7]1)[CH2:2][CH2:3][CH2:4][CH3:5].CC(C)=[O:26].OS(O)(=O)=O.O=[Cr](=O)=O>CC(C)=O>[CH2:1]([C@H:6]1[CH2:11][CH2:10][C@H:9](/[CH:12]=[CH:13]/[CH2:14][O:15][C:16]2[CH:17]=[CH:18][C:19]([C:20]([OH:26])=[O:21])=[CH:22][CH:23]=2)[CH2:8][CH2:7]1)[CH2:2][CH2:3][CH2:4][CH3:5] |f:1.2.3|. Reported procedure: 4.0 g of 4-[(E)-3-(trans-4-pentylcyclohexyl)allyloxy]benzaldehyde, 10 ml of Jones' reagent and 100 ml of acetone were reacted in an analogous manner to Example 2(b) to give 2.6 g of 4-[(E)-3-(trans-4-pentylcyclohexyl)allyloxy]benzoic acid with m.p. 215° C. The reactants are B(Br)(Br)Br (Boron tribromide), solution, FC1=CC=C(C=C1)C1=NN2C(C=C(C=C2)OC)=C1C1=CC=NC=C1 (2-(4-Fluorophenyl)-5-methoxy-3-(4-pyridinyl)pyrazolo[1,5-a]pyridine). Solvent: C(Cl)Cl (CH2Cl2), C(Cl)Cl (CH2Cl2). Product: FC1=CC=C(C=C1)C1=NN2C(C=C(C=C2)O)=C1C1=CC=NC=C1 (2-(4-Fluorophenyl)-3-(4-pyridinyl)pyrazolo[1,5-a]pyridin-5-ol). As a reaction SMILES: [F:1][C:2]1[CH:7]=[CH:6][C:5]([C:8]2[C:18]([C:19]3[CH:24]=[CH:23][N:22]=[CH:21][CH:20]=3)=[C:11]3[CH:12]=[C:13]([O:16]C)[CH:14]=[CH:15][N:10]3[N:9]=2)=[CH:4][CH:3]=1.B(Br)(Br)Br>C(Cl)Cl>[F:1][C:2]1[CH:3]=[CH:4][C:5]([C:8]2[C:18]([C:19]3[CH:24]=[CH:23][N:22]=[CH:21][CH:20]=3)=[C:11]3[CH:12]=[C:13]([OH:16])[CH:14]=[CH:15][N:10]3[N:9]=2)=[CH:6][CH:7]=1. Procedure details: A solution of 2-(4-fluorophenyl)-3-(4-pyridyl)-5-methoxypyrazolo[1,5-a]pyridine (Example 5. 0.05 g, 0.16 mmol) in dry CH2Cl2 was cooled to about −78° C. under nitrogen. Boron tribromide (0.8 mL of a 1M solution in CH2Cl2, 0.8 mmol) was added dropwise and the mixture was stirred and warmed to room temperature over about 24 h. Ice was added to the reaction mixture and the resulting slurry was stirred for about 15 min. The CH2Cl2 was evaporated under vacuum and the resulting aqueous slurry was trea... Starting materials: C(C)OB(OCC)OCC (triethoxyborane), Cl (hydrochloric acid), FC=1C=CC2=C(C=CO2)C1 (5-fluorobenzofuran), solution, C(CCC)[Li] (n-butyllithium). The solvent is O1CCCC1 (tetrahydrofuran), CCCCCC (n-hexane). Reaction conditions: temperature 0 celsius, time 10 minute. Product: FC1=CC2=C(OC(=C2)B(O)O)C=C1 (5-Fluoro-2-benzo[b]furanboronic acid). As a reaction SMILES: [F:1][C:2]1[CH:3]=[CH:4][C:5]2[O:9][CH:8]=[CH:7][C:6]=2[CH:10]=1.C([Li])CCC.C([O:18][B:19](OCC)[O:20]CC)C.Cl>O1CCCC1.CCCCCC>[F:1][C:2]1[CH:3]=[CH:4][C:5]2[O:9][C:8]([B:19]([OH:20])[OH:18])=[CH:7][C:6]=2[CH:10]=1. Reported procedure: In a nitrogen atmosphere, to a solution of 2.0 g of 5-fluorobenzofuran in 150 ml tetrahydrofuran was added 18.5 ml of a 1.59 M solution of n-butyllithium in n-hexane at −78° C., and the mixture was stirred at the same temperature for 10 minutes and at 0° C. for further 10 minutes. At −78° C., 3.7 ml of triethoxyborane was added, and the mixture was stirred for 2 hours while elevating to 0° C. 30 ml of 1 N hydrochloric acid was added, stirred at room temperature for 1 hour, and then the mixture w... Starting materials: Cl.C(C)(C)(C)N1N=C2C(NC3(CC2=C1)CCNCC3)=O (2′-tert-butyl-4′,6′-dihydrospiro[piperidine-4,5′-pyrazolo[3,4-c]pyridin]-7′(2′H)-one hydrochloride salt), Cl.C(C)(C)(C)N1N=C2C(NC3(CC2=C1)CCNCC3)=O (2′-tert-butyl-4′,6′-dihydrospiro[piperidine-4,5′-pyrazolo[3,4-c]pyridin]-7′(2′H)-one hydrochloride salt), ClC1=NC=CC2=CC=C(C=C12)C(=O)O (1-chloroisoquinoline-7-carboxylic acid). The reagents and catalysts are CN(C1=CC=NC=C1)C (4-dimethylaminopyridine). Product: C(C)(C)(C)N1N=C2C(NC3(CC2=C1)CCN(CC3)C(=O)C3=CC=C1C=CN=C(C1=C3)Cl)=O (2′-tert-butyl-1-(1-chloroisoquinoline-7-carbonyl)-4′,6′-dihydrospiro[piperidine-4,5′-pyrazolo[3,4-c]pyridin]-7′(2′H)-one). As a reaction SMILES: Cl.[C:2]([N:6]1[CH:14]=[C:13]2[C:8]([C:9](=[O:20])[NH:10][C:11]3([CH2:19][CH2:18][NH:17][CH2:16][CH2:15]3)[CH2:12]2)=[N:7]1)([CH3:5])([CH3:4])[CH3:3].[Cl:21][C:22]1[C:31]2[C:26](=[CH:27][CH:28]=[C:29]([C:32](O)=[O:33])[CH:30]=2)[CH:25]=[CH:24][N:23]=1>CN(C)C1C=CN=CC=1>[C:2]([N:6]1[CH:14]=[C:13]2[C:8]([C:9](=[O:20])[NH:10][C:11]3([CH2:19][CH2:18][N:17]([C:32]([C:29]4[CH:30]=[C:31]5[C:26]([CH:25]=[CH:24][N:23]=[C:22]5[Cl:21])=[CH:27][CH:28]=4)=[O:33])[CH2:16][CH2:15]3)[CH2:12]2)=[N:7]1)([CH3:5])([CH3:3])[CH3:4] |f:0.1|. Reported procedure: The title compound was prepared by a method analogous to that described for Example 2, using 2′-tert-butyl-4′,6′-dihydrospiro[piperidine-4,5′-pyrazolo[3,4-c]pyridin]-7′(2′H)-one hydrochloride salt (Intermediate 4) and 1-chloroisoquinoline-7-carboxylic acid, and omitting 4-dimethylaminopyridine. +ESI (M+H) 452.3; 1H NMR (400 MHz, CDCl3, δ): 8.37 (s, 1H), 8.32 (d, J=5.7 Hz, 1H), 7.89 (d, J=8.4 Hz, 1H), 7.75-7.79 (m, 1H), 7.62 (d, J=5.7 Hz, 1H), 7.39 (s, 1H), 6.42 (s, 1H), 3.43-3.73 (m, 4H), 2.87 (... Reactants: NC1=CC(=CC(=C1)C)C (3,5-Xylidine), C(C=C)#N (acrylonitrile), C(C)(=O)OCC (Ethyl acetate), C(O)([O-])=O.[Na+] (sodium hydrogencarbonate). Run in C(C)(=O)O (acetic acid). Run at temperature 60 celsius, time 20 hour. Yields the product CC=1C=C(NCCC#N)C=C(C1)C (β-(3,5-dimethylanilino)propionitrile). Yield: 62.6%. RXN SMILES: [NH2:1][C:2]1[CH:7]=[C:6]([CH3:8])[CH:5]=[C:4]([CH3:9])[CH:3]=1.[C:10](#[N:13])[CH:11]=[CH2:12].C(OCC)(=O)C.C(=O)([O-])O.[Na+]>C(O)(=O)C>[CH3:9][C:4]1[CH:3]=[C:2]([CH:7]=[C:6]([CH3:8])[CH:5]=1)[NH:1][CH2:12][CH2:11][C:10]#[N:13] |f:3.4|. Reported procedure: 3,5-Xylidine (5.0 g) and acrylonitrile (2.3 g) were dissolved in acetic acid (2 ml), and the mixture was stirred at 60° C. for 20 hr. Ethyl acetate (200 ml) was added to the reaction mixture and neutralized with saturated aqueous solution of sodium hydrogencarbonate. The mixture was washed with water and dried over anhydrous sodium sulfate. The solvent was evaporated under reduced pressure. The residue was purified by silica gel column chromatography (eluent: ethyl acetate/benzene=1/10-1/3) to g... Product: C(C)(C)(C)OC(=O)N1CCN(CCC1)C1=NC2=C(N1CCOCCOC)C=CC=C2 (4-{1-[2-(2-methoxy-ethoxy)-ethyl]-1H-benzoimidazol-2-yl}-[1,4]diazepane-1-carboxylic acid tert-butyl ester). The yield is 93.8%. The solvent is O (water). Reactants: C(C)(C)(C)OC(=O)N1CCN(CCC1)C1=NC2=C(N1)C=CC=C2 (1-(t-butoxycarbonyl)-4-(1H-benzimidazol-2-yl)[1,4]diazepan), CN(C=O)C (dimethylformamide), [H-].[Na+] (sodium hydride), BrCCOCCOC (1-bromo-2-(2-methoxyethoxy)ethane). Reaction SMILES: [C:1]([O:5][C:6]([N:8]1[CH2:14][CH2:13][CH2:12][N:11]([C:15]2[NH:19][C:18]3[CH:20]=[CH:21][CH:22]=[CH:23][C:17]=3[N:16]=2)[CH2:10][CH2:9]1)=[O:7])([CH3:4])([CH3:3])[CH3:2].CN(C)C=O.[H-].[Na+].Br[CH2:32][CH2:33][O:34][CH2:35][CH2:36][O:37][CH3:38]>O>[C:1]([O:5][C:6]([N:8]1[CH2:14][CH2:13][CH2:12][N:11]([C:15]2[N:16]([CH2:32][CH2:33][O:34][CH2:35][CH2:36][O:37][CH3:38])[C:17]3[CH:23]=[CH:22][CH:21]=[CH:20][C:18]=3[N:19]=2)[CH2:10][CH2:9]1)=[O:7])([CH3:4])([CH3:2])[CH3:3] |f:2.3|. Procedure details: Treat a solution of 1-(t-butoxycarbonyl)-4-(1H-benzimidazol-2-yl)[1,4]diazepan (preparation 9, 0.50 g, 1.58 mmol) and dimethylformamide (10 mL) with sodium hydride (0.083 g, 2.08 mmol, 60% dispersion in oil) at room temperature. After 30 minutes, add 1-bromo-2-(2-methoxyethoxy)ethane (0.34 g, 1.88 mmol, Aldrich Chemical Company) and heat two hours at 70° C. Cool the reaction, add water (10 mL) and extract with dichloromethane (100 mL). Wash the organic phase with water, dry (Na2SO4), filter and ... Reaction conditions: temperature 70 celsius, time 30 minute. Starting materials: C(C)OC(C)=O.Cl (hydrogen chloride ethyl acetate), CN(C(OC(C)(C)C)=O)CCN(CCCOC1=CC2=C(N(C(C(C(N2C)=O)(C)C)=O)C)C=C1)CC1=CC=NC=C1 (tert-butyl methyl-(2-{pyridin-4-ylmethyl-[3-(1,3,3,5-tetramethyl-2,4-dioxo-2,3,4,5-tetrahydro-1H-benzo[b][1,4]diazepin-7-yloxy)propyl]amino}ethyl)carbamate). Solvent: C(C)(=O)OCC (ethyl acetate). Reaction conditions: time 8 hour. The product is CN1C2=C(N(C(C(C1=O)(C)C)=O)C)C=C(C=C2)OCCCN(CC2=CC=NC=C2)CC(C)N (1,3,3,5-tetramethyl-7-{3-[(2-methyl aminoethyl)pyridin-4-ylmethylamino]propoxy}-1,5-dihydrobenzo[b][1,4]diazepine-2,4-dione). As a reaction SMILES: [CH2:1](OC(=O)C)C.Cl.C[N:9]([CH2:17][CH2:18][N:19]([CH2:41][C:42]1[CH:47]=[CH:46][N:45]=[CH:44][CH:43]=1)[CH2:20][CH2:21][CH2:22][O:23][C:24]1[CH:40]=[CH:39][C:27]2[N:28]([CH3:38])[C:29](=[O:37])[C:30]([CH3:36])([CH3:35])[C:31](=[O:34])[N:32]([CH3:33])[C:26]=2[CH:25]=1)C(=O)OC(C)(C)C>C(OCC)(=O)C>[CH3:38][N:28]1[C:29](=[O:37])[C:30]([CH3:35])([CH3:36])[C:31](=[O:34])[N:32]([CH3:33])[C:26]2[CH:25]=[C:24]([O:23][CH2:22][CH2:21][CH2:20][N:19]([CH2:18][CH:17]([NH2:9])[CH3:1])[CH2:41][C:42]3[CH:43]=[CH:44][N:45]=[CH:46][CH:47]=3)[CH:40]=[CH:39][C:27]1=2 |f:0.1|. Procedure details: A 4N-hydrogen chloride ethyl acetate solution (3.2 ml) was added to an ethyl acetate solution (30 ml) of tert-butyl methyl-(2-{pyridin-4-ylmethyl-[3-(1,3,3,5-tetramethyl-2,4-dioxo-2,3,4,5-tetrahydro-1H-benzo[b][1,4]diazepin-7-yloxy)propyl]amino}ethyl)carbamate (1.43 g, 2.5 mmol) and stirred at room temperature overnight. The reaction mixture was concentrated under reduced pressure. The residue was dissolved in dichloromethane, and trifluoroacetic acid (3 ml) was added thereto. Stirring was condu...